Dataset: the Open Reaction Database (ORD), a public repository of structured organic reaction records. Task: describe an organic reaction: reactants, conditions, products, and yield The reactants are C(C)(C)N1CCC(CC1)OC1=CC=2C=C3N(C2C=C1)[C@@H](CNC3=O)C ((R)-8-(1-Isopropyl-piperidin-4-yloxy)-4-methyl-3,4-dihydro-2H-pyrazino[1,2-a]indol-1-one), COCCBr (2-bromoethyl methyl ether), [H-].[Na+] (sodium hydride). Product: C(C)(C)N1CCC(CC1)OC1=CC=2C=C3N(C2C=C1)[C@@H](CN(C3=O)CCOC)C ((R)-8-(1-Isopropyl-piperidin-4-yloxy)-2-(2-methoxy-ethyl)-4-methyl-3,4-dihydro-2H-pyrazino[1,2-a]indol-1-one). The yield is 26.0%. RXN SMILES: [CH:1]([N:4]1[CH2:9][CH2:8][CH:7]([O:10][C:11]2[CH:19]=[CH:18][C:17]3[N:16]4[C@H:20]([CH3:25])[CH2:21][NH:22][C:23](=[O:24])[C:15]4=[CH:14][C:13]=3[CH:12]=2)[CH2:6][CH2:5]1)([CH3:3])[CH3:2].[CH3:26][O:27][CH2:28][CH2:29]Br.[H-].[Na+]>>[CH:1]([N:4]1[CH2:9][CH2:8][CH:7]([O:10][C:11]2[CH:19]=[CH:18][C:17]3[N:16]4[C@H:20]([CH3:25])[CH2:21][N:22]([CH2:29][CH2:28][O:27][CH3:26])[C:23](=[O:24])[C:15]4=[CH:14][C:13]=3[CH:12]=2)[CH2:6][CH2:5]1)([CH3:3])[CH3:2] |f:2.3|. Procedure details: The title compound was synthesized in analogy to example 17, from (R)-8-(1-isopropyl-piperidin-4-yloxy)-4-methyl-3,4-dihydro-2H-pyrazino[1,2-a]indol-1-one (example 8), 2-bromoethyl methyl ether and sodium hydride, to give the desired product as a light yellow oil (26%). Starting materials: Cc1ncccc1C(=O)O, CCN=C=NCCCN(C)C, CCC(N)CN1CC(C)(C)OCC1C(=O)Nc1cc(Cl)cc2c1[nH]c1cnccc12, O, c1ccncc1. Yields the product CCC(CN1CC(C)(C)OCC1C(=O)Nc1cc(Cl)cc2c1[nH]c1cnccc12)NC(=O)c1cccnc1C. As a reaction SMILES: [CH3:31][c:32]1[c:33]([C:34](=[O:35])[OH:36])[cH:37][cH:38][cH:39][n:40]1.[CH3:41][CH2:42][N:43]=[C:44]=[N:45][CH2:46][CH2:47][CH2:48][N:49]([CH3:50])[CH3:51].[Cl:1][c:2]1[cH:3][c:4]2[c:5]3[cH:6][cH:7][n:8][cH:9][c:10]3[nH:11][c:12]2[c:13]([NH:15][C:16](=[O:17])[CH:18]2[CH2:19][O:20][C:21]([CH3:29])([CH3:30])[CH2:22][N:23]2[CH2:24][CH:25]([CH2:26][CH3:27])[NH2:28])[cH:14]1.[OH2:58].[cH:52]1[cH:53][cH:54][n:55][cH:56][cH:57]1>>[Cl:1][c:2]1[cH:3][c:4]2[c:5]3[cH:6][cH:7][n:8][cH:9][c:10]3[nH:11][c:12]2[c:13]([NH:15][C:16](=[O:17])[CH:18]2[CH2:19][O:20][C:21]([CH3:29])([CH3:30])[CH2:22][N:23]2[CH2:24][CH:25]([CH2:26][CH3:27])[NH:28][C:34]([c:33]2[c:32]([CH3:31])[n:40][cH:39][cH:38][cH:37]2)=[O:35])[cH:14]1. The reactants are C1CCOC1, CCOCC1(C(=O)OC)CCCN1C(=O)OC(C)(C)C. Yields the product CCOCC1(C=O)CCCN1C(=O)OC(C)(C)C. As a reaction SMILES: [CH2:21]1[O:22][CH2:23][CH2:24][CH2:25]1.[CH3:1][O:2][C:3](=[O:4])[C:5]1([CH2:17][O:18][CH2:19][CH3:20])[N:6]([C:10](=[O:11])[O:12][C:13]([CH3:14])([CH3:15])[CH3:16])[CH2:7][CH2:8][CH2:9]1>>[O:2]=[CH:3][C:5]1([CH2:17][O:18][CH2:19][CH3:20])[N:6]([C:10](=[O:11])[O:12][C:13]([CH3:14])([CH3:15])[CH3:16])[CH2:7][CH2:8][CH2:9]1. Starting materials: Cn1nc(Cl)cc(Br)c1=O, O=C([O-])[O-], CCS(=O)(=O)c1ccc(N)nc1, ClCCl, [Cs+], [Cs+], C1COCCO1, O=C(C=Cc1ccccc1)C=Cc1ccccc1, O=C(C=Cc1ccccc1)C=Cc1ccccc1, O=C(C=Cc1ccccc1)C=Cc1ccccc1, [Pd], [Pd]. The product is CCS(=O)(=O)c1ccc(Nc2cc(Cl)nn(C)c2=O)nc1. As a reaction SMILES: [Br:13][c:14]1[c:15](=[O:22])[n:16]([CH3:21])[n:17][c:18]([Cl:20])[cH:19]1.[C:23](=[O:24])([O-:25])[O-:26].[CH2:1]([CH3:2])[S:3](=[O:4])(=[O:5])[c:6]1[cH:7][cH:8][c:9]([NH2:12])[n:10][cH:11]1.[Cl:35][CH2:36][Cl:37].[Cs+:27].[Cs+:28].[O:29]1[CH2:30][CH2:31][O:32][CH2:33][CH2:34]1.[O:40]=[C:41]([CH:42]=[CH:43][c:44]1[cH:45][cH:46][cH:47][cH:48][cH:49]1)[CH:50]=[CH:51][c:52]1[cH:53][cH:54][cH:55][cH:56][cH:57]1.[O:58]=[C:59]([CH:60]=[CH:61][c:62]1[cH:63][cH:64][cH:65][cH:66][cH:67]1)[CH:68]=[CH:69][c:70]1[cH:71][cH:72][cH:73][cH:74][cH:75]1.[O:76]=[C:77]([CH:78]=[CH:79][c:80]1[cH:81][cH:82][cH:83][cH:84][cH:85]1)[CH:86]=[CH:87][c:88]1[cH:89][cH:90][cH:91][cH:92][cH:93]1.[Pd:38].[Pd:39]>>[CH2:1]([CH3:2])[S:3](=[O:4])(=[O:5])[c:6]1[cH:7][cH:8][c:9]([NH:12][c:14]2[c:15](=[O:22])[n:16]([CH3:21])[n:17][c:18]([Cl:20])[cH:19]2)[n:10][cH:11]1.